Task: describe an organic reaction: reactants, conditions, products, and yield. Dataset: the Open Reaction Database (ORD), a public repository of structured organic reaction records Starting materials: C1CCOC1, C=C(F)c1ccccc1CC(=O)OC, [Li+], [OH-], O, O. Yields the product C=C(F)c1ccccc1CC(=O)O. Reaction SMILES: [CH2:19]1[O:20][CH2:21][CH2:22][CH2:23]1.[F:1][C:2](=[CH2:3])[c:4]1[c:5]([CH2:10][C:11](=[O:12])[O:13][CH3:14])[cH:6][cH:7][cH:8][cH:9]1.[Li+:16].[OH-:15].[OH2:17].[OH2:18]>>[F:1][C:2](=[CH2:3])[c:4]1[c:5]([CH2:10][C:11](=[O:12])[OH:13])[cH:6][cH:7][cH:8][cH:9]1. Reactants: C(C1=CC=CC=C1)OC(=O)N1CCN(CC1)C(=O)OCC1=CC=CC=C1 (N,N'dibenzyloxycarbonylpiperazine), C(C1=CC=CC=C1)OC(=O)N1CCNCC1 (N-benzyloxycarbonylpiperazine). Product: C(C1=CC=CC=C1)OC(=O)N(CCNCC)CC (N-Benzyloxycarbonyl-N,N'-diethyl-ethylenediamine). Reaction SMILES: [CH2:1]([O:8][C:9]([N:11]1[CH2:16][CH2:15][N:14]([C:17](OCC2C=CC=CC=2)=O)[CH2:13][CH2:12]1)=[O:10])[C:2]1[CH:7]=[CH:6][CH:5]=[CH:4][CH:3]=1.[CH2:27](OC(N1CCNCC1)=O)C1C=CC=CC=1>>[CH2:1]([O:8][C:9]([N:11]([CH2:12][CH3:13])[CH2:16][CH2:15][NH:14][CH2:17][CH3:27])=[O:10])[C:2]1[CH:3]=[CH:4][CH:5]=[CH:6][CH:7]=1. Reported procedure: Following substantially the same procedure as described in Examle 32, except that N,N'dibenzyloxycarbonylpiperazine was used as starting material, N-benzyloxycarbonylpiperazine was prepared. The reactants are Cl (hydrochloric acid), Cl (hydrochloric acid), C([O-])(O)=O.[K+] (potassium bicarbonate), C1(=CC=CC=C1)S(=O)(=O)NC(C1=CC(=C(C=C1)NC(C)=O)NCC1=C(C=C(C=C1)F)F)=O (N-benzenesulfonyl-4-acetylamino-3-(2,4-difluorobenzylamino)benzamide), Cl (hydrochloric acid), CO (methanol). Solvent: O (water). Reaction conditions: temperature 60 celsius, time 3 hour. The product is C1(=CC=CC=C1)S(=O)(=O)NC(=O)C=1C=CC2=C(N(C(=N2)C)CC2=C(C=C(C=C2)F)F)C1 (6-benzenesulfonylcarbamoyl-1-(2,4-difluorobenzyl)-2-methyl-benzimidazole). The yield is 51.2%. As a reaction SMILES: [C:1]1([S:7]([NH:10][C:11](=[O:32])[C:12]2[CH:17]=[CH:16][C:15]([NH:18][C:19](=O)[CH3:20])=[C:14]([NH:22][CH2:23][C:24]3[CH:29]=[CH:28][C:27]([F:30])=[CH:26][C:25]=3[F:31])[CH:13]=2)(=[O:9])=[O:8])[CH:6]=[CH:5][CH:4]=[CH:3][CH:2]=1.Cl.CO.C(=O)(O)[O-].[K+]>O>[C:1]1([S:7]([NH:10][C:11]([C:12]2[CH:17]=[CH:16][C:15]3[N:18]=[C:19]([CH3:20])[N:22]([CH2:23][C:24]4[CH:29]=[CH:28][C:27]([F:30])=[CH:26][C:25]=4[F:31])[C:14]=3[CH:13]=2)=[O:32])(=[O:9])=[O:8])[CH:6]=[CH:5][CH:4]=[CH:3][CH:2]=1 |f:3.4|. Procedure: N-benzenesulfonyl-4-acetylamino-3-(2,4-difluorobenzylamino)benzamide (0.370 g) is added to a mixture solvent of 10% hydrochloric acid (3.3 g), methanol (6 ml), and water (4 ml). Furthermore, 35% hydrochloric acid (0.5 g) is added and the solution is stirred for three hours at 60° C. After 20% potassium bicarbonate aqueous solution is added to turn the reaction solution into a basic, its acidity is adjusted to pH 5˜6 with 10% hydrochloric acid. Precipitated crystals are separated through filtrati... Starting materials: COC(=O)c1ccc(CNCCN2Cc3ccccc3CC2Cc2ccc(F)cc2)cc1, CCO, Cl, [Na+], [OH-]. The product is O=C(O)c1ccc(CNCCN2Cc3ccccc3CC2Cc2ccc(F)cc2)cc1. RXN SMILES: [CH3:1][O:2][C:3](=[O:4])[c:5]1[cH:6][cH:7][c:8]([CH2:9][NH:10][CH2:11][CH2:12][N:13]2[CH2:14][c:15]3[cH:16][cH:17][cH:18][cH:19][c:20]3[CH2:21][CH:22]2[CH2:23][c:24]2[cH:25][cH:26][c:27]([F:30])[cH:28][cH:29]2)[cH:31][cH:32]1.[CH3:36][CH2:37][OH:38].[ClH:33].[Na+:35].[OH-:34]>>[O:2]=[C:3]([OH:4])[c:5]1[cH:6][cH:7][c:8]([CH2:9][NH:10][CH2:11][CH2:12][N:13]2[CH2:14][c:15]3[cH:16][cH:17][cH:18][cH:19][c:20]3[CH2:21][CH:22]2[CH2:23][c:24]2[cH:25][cH:26][c:27]([F:30])[cH:28][cH:29]2)[cH:31][cH:32]1. Starting materials: CC1=CCC2CC1C2(C)C (α-pinene), CCCCCCCCCCCC (dodecane), NC(=O)N (urea), C([O-])(O)=O.[Na+] (sodium bicarbonate), OO (hydrogen peroxide). Reagents/catalysts: S(=O)(=O)([O-])[O-].[Mn+2] (manganese sulphate). Solvent: O (water), C(C)#N (acetonitrile). The product is CC1(C2CC1C3(C(C2)O3)C)C (α-pinene oxide). The yield is 85.0%. RXN SMILES: [CH3:1][C:2]1[CH:7]2[C:8]([CH3:10])([CH3:9])[CH:5]([CH2:6]2)[CH2:4][CH:3]=1.CCCCCCCCCCCC.NC(N)=[O:25].C(=O)(O)[O-].[Na+].OO>O.C(#N)C.S([O-])([O-])(=O)=O.[Mn+2]>[CH3:9][C:8]1([CH3:10])[CH:7]2[C:2]3([CH3:1])[O:25][CH:3]3[CH2:4][CH:5]1[CH2:6]2 |f:3.4,8.9|. Reported procedure: To a mechanically stirred solution of α-pinene (0.01 mol), dodecane (0.001 mol), urea (0.208 mol), sodium bicarbonate (0.003 mol) and manganese sulphate (0.1 mmol) in 10.0 ml of water and 30 ml acetonitrile at 25° C. is added 30% aqueous hydrogen peroxide (0.4 mol) in three equal portions over a period of 3 hours. After 6 hours the reaction mixture was extracted with 4×5 ml diethyl ether. The combined organic layer was dried over anhydrous sodium sulphate. Removal of solvent yielded α-pinene oxi... Reactants: Cl (hydrochloric acid), C[N+]1(CCCC1)CC2=C(N3[C@@H]([C@@H](C3=O)NC(=O)/C(=N\OC)/C4=CSC(=N4)N)SC2)C(=O)[O-] (cefepime), Cl (hydrochloric acid). The solvent is O (water). Product: C[N+]1(CCCC1)CC2=C(N3[C@@H]([C@@H](C3=O)NC(=O)/C(=N\OC)/C4=CSC(=N4)N)SC2)C(=O)O.O.Cl.[Cl-] (cefepime dihydrochloride monohydrate), dihydrate. RXN SMILES: [CH3:1][N+:2]1([CH2:7][C:8]2[CH2:29][S:28][C@@H:11]3[C@H:12]([NH:15][C:16](/[C:18](/[C:22]4[N:26]=[C:25]([NH2:27])[S:24][CH:23]=4)=[N:19]\[O:20][CH3:21])=[O:17])[C:13](=[O:14])[N:10]3[C:9]=2[C:30]([O-:32])=[O:31])[CH2:6][CH2:5][CH2:4][CH2:3]1.[ClH:33]>O>[CH3:1][N+:2]1([CH2:7][C:8]2[CH2:29][S:28][C@@H:11]3[C@H:12]([NH:15][C:16](/[C:18](/[C:22]4[N:26]=[C:25]([NH2:27])[S:24][CH:23]=4)=[N:19]\[O:20][CH3:21])=[O:17])[C:13](=[O:14])[N:10]3[C:9]=2[C:30]([OH:32])=[O:31])[CH2:3][CH2:4][CH2:5][CH2:6]1.[OH2:14].[ClH:33].[Cl-:33] |f:3.4.5.6|. Procedure: When the N-acylation of the soluble silylated compound of Formula VI is complete as ascertained by known detection methods available in the art, for example, thin-layer chromatography, high pressure liquid chromatography and spectroscopic methods; then, according to the preferred process of the present invention, sufficient water is added to the reaction mixture to dissolve, if desired, visible solids and produce a diphasic solution of organic phase and water. The amount of water to be added to ... Starting materials: ClC1=C(C=CC(=C1)Cl)C1=CC(=C(C=C1)C1CC1)C=O (2′,4′-dichloro-4-cyclopropylbiphenyl-3-carbaldehyde), ice, CC1(OC(CC1=O)(C)C)C (dihydro-2,2,5,5-tetramethylfuran-3-one), C[O-].[Na+] (sodium methoxide). Run in COCCOC (1,2-dimethoxyethane), C(C)OCC (diethyl ether). Reaction conditions: time 30 minute. Product: ClC1=C(C=CC(=C1)Cl)C1=CC(=C(C=C1)C1CC1)C=C1C(C(OC1(C)C)(C)C)=O (4-[1-(2′,4′-dichloro-4-cyclopropylbiphenyl-3-yl)-methylidene]-2,2,5,5-tetramethyldihydrofuran-3-one). Isolated yield 102450.9%. RXN SMILES: [CH3:1][C:2]1([CH3:10])[C:6](=[O:7])[CH2:5][C:4]([CH3:9])([CH3:8])[O:3]1.C[O-].[Na+].[Cl:14][C:15]1[CH:20]=[C:19]([Cl:21])[CH:18]=[CH:17][C:16]=1[C:22]1[CH:27]=[CH:26][C:25]([CH:28]2[CH2:30][CH2:29]2)=[C:24]([CH:31]=O)[CH:23]=1>COCCOC.C(OCC)C>[Cl:14][C:15]1[CH:20]=[C:19]([Cl:21])[CH:18]=[CH:17][C:16]=1[C:22]1[CH:27]=[CH:26][C:25]([CH:28]2[CH2:30][CH2:29]2)=[C:24]([CH:31]=[C:5]2[C:4]([CH3:9])([CH3:8])[O:3][C:2]([CH3:10])([CH3:1])[C:6]2=[O:7])[CH:23]=1 |f:1.2|. Reported procedure: To an ice-cold solution of dihydro-2,2,5,5-tetramethylfuran-3-one (15.70 g, 0.11 mol) in anhydrous 1,2-dimethoxyethane (285 ml) is added sodium methoxide (6.50 g, 0.12 mol) in one portion, and the mixture is stirred at this temperature for 30 minutes. A solution of 2′,4′-dichloro-4-cyclopropylbiphenyl-3-carbaldehyde (13.70 g, 0.047 mmol) is then added dropwise over 20 minutes, maintaining temperature below 10° C. The reaction mixture is stirred at this temperature for 2 hours, then allowed to wa... Starting materials: C(C)(C)N(CC)C(C)C (di-isopropylethylamine), C(CCl)Cl (EDC), C=1C=CC2=C(C1)N=NN2O (HOBT), C(C)(C)(C)OC(=O)N1[C@@H](CCC1)C(=O)O ((S)-pyrrolidine-1,2-dicarboxylic acid 1-tert-butyl ester), N(=[N+]=[N-])C1CC(OC1OCC1=CC=CC=C1)=O (4-azido-5-benzyloxy-dihydrofuran-2-one), C1(=CC=CC=C1)P(C1=CC=CC=C1)C1=CC=CC=C1 (triphenylphosphine). The reagents and catalysts are O (water). The solvent is C(C)(=O)OCC (ethyl acetate), O1CCCC1 (tetrahydrofuran), hexanes. Reaction conditions: time 20 hour. Yields the product C(C)(C)(C)OC(=O)N1[C@H](CCC1)C(NC1C(OC(C1)=O)OCC1=CC=CC=C1)=O ((R)-2-(2-benzyloxy-5-oxo-tetrahydrofuran-3-ylcarbamoyl)-pyrrolidine-1-carboxylic acid tert-butyl ester). The yield is 49.4%. Reaction SMILES: [C:1]([O:5][C:6]([N:8]1[CH2:12][CH2:11][CH2:10][C@H:9]1[C:13]([OH:15])=O)=[O:7])([CH3:4])([CH3:3])[CH3:2].[N:16]([CH:19]1[CH:23]([O:24][CH2:25][C:26]2[CH:31]=[CH:30][CH:29]=[CH:28][CH:27]=2)[O:22][C:21](=[O:32])[CH2:20]1)=[N+]=[N-].C1(P(C2C=CC=CC=2)C2C=CC=CC=2)C=CC=CC=1.C(N(C(C)C)CC)(C)C.C(Cl)CCl.C1C=CC2N(O)N=NC=2C=1>O1CCCC1.O.C(OCC)(=O)C>[C:1]([O:5][C:6]([N:8]1[CH2:12][CH2:11][CH2:10][C@@H:9]1[C:13](=[O:15])[NH:16][CH:19]1[CH2:20][C:21](=[O:32])[O:22][CH:23]1[O:24][CH2:25][C:26]1[CH:31]=[CH:30][CH:29]=[CH:28][CH:27]=1)=[O:7])([CH3:2])([CH3:3])[CH3:4]. Reported procedure: A solution of (S)-pyrrolidine-1,2-dicarboxylic acid 1-tert-butyl ester (0.13 g, 0.6 mmol), 4-azido-5-benzyloxy-dihydrofuran-2-one (0.14 g, 0.6 mmol) and triphenylphosphine (0.28 g, 1.0 mmol) in tetrahydrofuran (5 mL) and water (5 drops) was stirred under nitrogen for 0.5 h at room temperature and for 2 h at 65° C. The reaction was cooled to room temperature, was treated with with di-isopropylethylamine (0.52 mL, 5.0 mmol), EDC (0.15 g, 0.75 mmol), and HOBT (0.10 g, 0.75 mmol) and was stirred at ...